Dataset: the Open Reaction Database (ORD), a public repository of structured organic reaction records. Task: describe an organic reaction: reactants, conditions, products, and yield Reactants: CCOC(C)=O, CS(=O)(=O)Nc1cc(O)ccc1Oc1ccccc1, O=C(O)CCCl, Cl, [Na+], [OH-], O. The product is CS(=O)(=O)Nc1cc(OCCC(=O)O)ccc1Oc1ccccc1. As a reaction SMILES: [CH3:30][CH2:31][O:32][C:33](=[O:34])[CH3:35].[CH3:3][S:4](=[O:5])(=[O:6])[NH:7][c:8]1[cH:9][c:10]([OH:21])[cH:11][cH:12][c:13]1[O:14][c:15]1[cH:16][cH:17][cH:18][cH:19][cH:20]1.[Cl:22][CH2:23][CH2:24][C:25](=[O:26])[OH:27].[ClH:28].[Na+:2].[OH-:1].[OH2:29]>>[CH3:3][S:4](=[O:5])(=[O:6])[NH:7][c:8]1[cH:9][c:10]([O:21][CH2:23][CH2:24][C:25](=[O:26])[OH:27])[cH:11][cH:12][c:13]1[O:14][c:15]1[cH:16][cH:17][cH:18][cH:19][cH:20]1. Reactants: CC1=C(C(=NO1)C1=CC=CC=C1)C(=O)NN (5-methyl-3-phenyl-isoxazole-4-carboxylic acid hydrazide), FC(OC1=C(C(=O)O)C=CC=C1)(F)F (2-(trifluoromethoxy)-benzoic acid). Product: CC1=C(C(=NO1)C1=CC=CC=C1)C=1OC(=NN1)C1=C(C=CC=C1)OC(F)(F)F (2-(5-Methyl-3-phenyl-isoxazol-4-yl)-5-(2-trifluoromethoxy-phenyl)-[1,3,4]oxadiazole). The yield is 38.0%. Reaction SMILES: [CH3:1][C:2]1[O:6][N:5]=[C:4]([C:7]2[CH:12]=[CH:11][CH:10]=[CH:9][CH:8]=2)[C:3]=1[C:13]([NH:15][NH2:16])=[O:14].[F:17][C:18]([F:30])([F:29])[O:19][C:20]1[CH:28]=[CH:27][CH:26]=[CH:25][C:21]=1[C:22](O)=O>>[CH3:1][C:2]1[O:6][N:5]=[C:4]([C:7]2[CH:12]=[CH:11][CH:10]=[CH:9][CH:8]=2)[C:3]=1[C:13]1[O:14][C:22]([C:21]2[CH:25]=[CH:26][CH:27]=[CH:28][C:20]=2[O:19][C:18]([F:17])([F:29])[F:30])=[N:16][N:15]=1. Procedure details: As described for example 2, 5-methyl-3-phenyl-isoxazole-4-carboxylic acid hydrazide (200 mg, 0.92 mmol) was converted using 2-(trifluoromethoxy)-benzoic acid instead of o-toluic acid to the title compound (SiO2, heptane:ethyl acetate:dichloromethane=70:10:20 to 40:40:20, 134 mg, 38%) which was obtained as a white solid. MS: m/e=388.0 [M+H]+. The reagents and catalysts are [Pd] (palladium on carbon). Yield: 86.7%. The reactants are CC(C(=O)OC(OC(N=CC1=CC(=C(C=C1)OCC1=CC=CC=C1)S(NCCC1=C(C=C(C=C1)C(C)C)OCC(=O)OCC)(=O)=O)=O)N)(C)C (amino-[4-benzyloxy-3-[[2-[4-isopropyl-2-(ethoxycarbonylmethoxy)phenyl]ethyl]-sulfamoyl]phenyl]methylenecarbamoyloxymethyl 2,2-dimethyl-propionate). Reported procedure: To a stirred solution of 99 mg of amino-[4-benzyloxy-3-[[2-[4-isopropyl-2-(ethoxycarbonylmethoxy)phenyl]ethyl]-sulfamoyl]phenyl]methylenecarbamoyloxymethyl 2,2-dimethyl-propionate in 3 mL of tetrahydrofuran was added 9.2 mg of 10% palladium on carbon under ice-cooling, and the mixture was stirred under a hydrogen atmosphere at 30° C. for 1 hour. The insoluble material was removed by filtration, and the filtrate was concentrated under reduced pressure. The residue was purified by column chromatog... Solvent: O1CCCC1 (tetrahydrofuran). Conditions: temperature 30 celsius, time 1 hour. The product is CC(C(=O)OC(OC(N=CC1=CC(=C(C=C1)O)S(NCCC1=C(C=C(C=C1)C(C)C)OCC(=O)OCC)(=O)=O)=O)N)(C)C (amino-[4-hydroxy-3-[[2-[4-isopropyl-2-(ethoxycarbonylmethoxy)phenyl]ethyl]sulfamoyl]-phenyl]methylenecarbamoyloxymethyl 2,2-dimethylpropionate). As a reaction SMILES: [CH3:1][C:2]([CH3:50])([CH3:49])[C:3]([O:5][CH:6]([NH2:48])[O:7][C:8](=[O:47])[N:9]=[CH:10][C:11]1[CH:16]=[CH:15][C:14]([O:17]CC2C=CC=CC=2)=[C:13]([S:25](=[O:46])(=[O:45])[NH:26][CH2:27][CH2:28][C:29]2[CH:34]=[CH:33][C:32]([CH:35]([CH3:37])[CH3:36])=[CH:31][C:30]=2[O:38][CH2:39][C:40]([O:42][CH2:43][CH3:44])=[O:41])[CH:12]=1)=[O:4]>O1CCCC1.[Pd]>[CH3:50][C:2]([CH3:1])([CH3:49])[C:3]([O:5][CH:6]([NH2:48])[O:7][C:8](=[O:47])[N:9]=[CH:10][C:11]1[CH:16]=[CH:15][C:14]([OH:17])=[C:13]([S:25](=[O:45])(=[O:46])[NH:26][CH2:27][CH2:28][C:29]2[CH:34]=[CH:33][C:32]([CH:35]([CH3:37])[CH3:36])=[CH:31][C:30]=2[O:38][CH2:39][C:40]([O:42][CH2:43][CH3:44])=[O:41])[CH:12]=1)=[O:4].